The task is: describe an organic reaction: reactants, conditions, products, and yield. This data is from the Open Reaction Database (ORD), a public repository of structured organic reaction records. Reactants: C(C)OC(COC1=CC=C(C(=O)OC)C=C1)OCC (Methyl 4-(2,2-diethoxyethoxy)benzoate), S(O)(O)(=O)=O (sulfuric acid). Run in O1CCOCC1 (dioxane). Reaction conditions: temperature 70 celsius, time 6 hour. The product is C(=O)COC1=CC=C(C(=O)OC)C=C1 (methyl 4-formylmethoxybenzoate). Isolated yield 92.9%. RXN SMILES: C([O:3][CH:4](OCC)[CH2:5][O:6][C:7]1[CH:16]=[CH:15][C:10]([C:11]([O:13][CH3:14])=[O:12])=[CH:9][CH:8]=1)C.S(=O)(=O)(O)O>O1CCOCC1>[CH:4]([CH2:5][O:6][C:7]1[CH:16]=[CH:15][C:10]([C:11]([O:13][CH3:14])=[O:12])=[CH:9][CH:8]=1)=[O:3]. Reported procedure: Methyl 4-(2,2-diethoxyethoxy)benzoate (36.29 g) was dissolved in dioxane (100 ml), added thereto 2N sulfuric acid (200 ml), and the mixture was heated with stirring at 70° C. for 6 hours. After concentrated under reduced pressure to about half volume, it was diluted with water in two fold, and concentrated again under reduced pressure. The precipitate was collected by filtration, and washed successively with aqueous sodium hydrogencarbonate solution and water to give methyl 4-formylmethoxybenzoa...